Dataset: the Open Reaction Database (ORD), a public repository of structured organic reaction records. Task: describe an organic reaction: reactants, conditions, products, and yield Starting materials: C(C)(=O)O (acetic acid), C(C)(=O)NC(C(C(=O)OCC)C(=O)OCC)P(=O)O (diethyl 2-[(acetamido)(hydroxyphosphinyl)methyl]malonate), C(C(C)C)I (isobutyl iodide), [H-].[Na+] (sodium hydride). The solvent is CS(=O)C (dimethyl sulphoxide). Conditions: temperature 10 celsius. Yields the product C(C)(=O)NC(C(C(=O)OCC)(C(=O)OCC)CC(C)C)P(=O)O (diethyl 2-[(acetamido)-(hydroxyphosphinyl)methyl]-2-isobutylmalonate). Yield: 44.0%. RXN SMILES: [C:1]([NH:4][CH:5]([PH:17]([OH:19])=[O:18])[CH:6]([C:12]([O:14][CH2:15][CH3:16])=[O:13])[C:7]([O:9][CH2:10][CH3:11])=[O:8])(=[O:3])[CH3:2].[H-].[Na+].[CH2:22](I)[CH:23]([CH3:25])[CH3:24].C(O)(=O)C>CS(C)=O>[C:1]([NH:4][CH:5]([PH:17]([OH:19])=[O:18])[C:6]([CH2:22][CH:23]([CH3:25])[CH3:24])([C:12]([O:14][CH2:15][CH3:16])=[O:13])[C:7]([O:9][CH2:10][CH3:11])=[O:8])(=[O:3])[CH3:2] |f:1.2|. Reported procedure: 12.0 g of diethyl 2-[(acetamido)(hydroxyphosphinyl)methyl]malonate were dissolved in 100 ml of dry dimethyl sulphoxide and the solution was cooled to 10° C. while stirring under a nitrogen atmosphere. 3.2 g of 60% sodium hydride in mineral oil were added, the mixture was stirred at room temperature for 2 hours and then 8 g of isobutyl iodide were added. The mixture was stirred at room temperature in the dark for 20 hours and 20 ml of glacial acetic acid were added. The volatiles were removed by ... Reactants: N#N (N2), BrC1=CC2=C(C(=N1)O[C@H](C)[C@@H]1CC(NC1)=O)N(C=N2)C2CC2 ((R)-4-((R)-1-((6-bromo-3-cyclopropyl-3H-imidazo[4,5-c]pyridin-4-yl)oxy)ethyl)pyrrolidin-2-one), CC1=CC=C(S1)B(O)O ((5-methylthiophen-2-yl)boronic acid), C(=O)([O-])[O-].[Na+].[Na+] (Na2CO3). The reagents and catalysts are C=1C=CC(=CC1)[P](C=2C=CC=CC2)(C=3C=CC=CC3)[Pd]([P](C=4C=CC=CC4)(C=5C=CC=CC5)C=6C=CC=CC6)([P](C=7C=CC=CC7)(C=8C=CC=CC8)C=9C=CC=CC9)[P](C=1C=CC=CC1)(C=1C=CC=CC1)C=1C=CC=CC1 (Pd(PPh3)4). The solvent is COCCOC (1,2-dimethoxyethane), C(Cl)Cl (DCM). Run at temperature 150 celsius. Product: C1(CC1)N1C=NC2=C1C(=NC(=C2)C=2SC(=CC2)C)O[C@H](C)[C@@H]2CC(NC2)=O ((R)-4-((R)-1-((3-cyclopropyl-6-(5-methylthiophen-2-yl)-3H-imidazo[4,5-c]pyridin-4-yl)oxy)ethyl)pyrrolidin-2-one). The yield is 54.6%. Reaction SMILES: Br[C:2]1[N:7]=[C:6]([O:8][C@@H:9]([C@H:11]2[CH2:15][NH:14][C:13](=[O:16])[CH2:12]2)[CH3:10])[C:5]2[N:17]([CH:20]3[CH2:22][CH2:21]3)[CH:18]=[N:19][C:4]=2[CH:3]=1.[CH3:23][C:24]1[S:28][C:27](B(O)O)=[CH:26][CH:25]=1.C([O-])([O-])=O.[Na+].[Na+].N#N>C1C=CC([P]([Pd]([P](C2C=CC=CC=2)(C2C=CC=CC=2)C2C=CC=CC=2)([P](C2C=CC=CC=2)(C2C=CC=CC=2)C2C=CC=CC=2)[P](C2C=CC=CC=2)(C2C=CC=CC=2)C2C=CC=CC=2)(C2C=CC=CC=2)C2C=CC=CC=2)=CC=1.C(Cl)Cl.COCCOC>[CH:20]1([N:17]2[C:5]3[C:6]([O:8][C@@H:9]([C@H:11]4[CH2:15][NH:14][C:13](=[O:16])[CH2:12]4)[CH3:10])=[N:7][C:2]([C:27]4[S:28][C:24]([CH3:23])=[CH:25][CH:26]=4)=[CH:3][C:4]=3[N:19]=[CH:18]2)[CH2:22][CH2:21]1 |f:2.3.4,^1:43,45,64,83|. Reported procedure: To a microwave tube equipped with a stirring bar, (R)-4-((R)-1-((6-bromo-3-cyclopropyl-3H-imidazo[4,5-c]pyridin-4-yl)oxy)ethyl)pyrrolidin-2-one: (100 mg, 0.274 mmol), (5-methylthiophen-2-yl)boronic acid (70.0 mg, 0.493 mmol), 1,2-dimethoxyethane (1.1 mL), 1 N Na2CO3 aqueous solution (0.55 mL, 0.55 mmol) were added, the mixture was bubbled N2 for 5 minutes before Pd(PPh3)4 (31.6 mg, 0.027 mmol) was added. The tube was sealed and heated in a microwave at 150° C. for 20 minutes. DCM (200 mL) was ad... Reactants: C(C)(C)(C)OC(=O)N1CCC(CC1)C=1N(C=C(N1)C1=CC(=C(C=C1)F)C(F)(F)F)[C@H]1CN(CCC1)C(=O)OCC1=CC=CC=C1 (4-[1-((R)-1-benzyloxycarbonyl-piperdin-3-yl)-4-(4-fluoro-3-trifluoromethyl-phenyl)-1H-imidazol-2-yl]-piperidine-1-carboxylic acid tert-butyl ester), [H][H] (hydrogen). The reagents and catalysts are [Pd] (Palladium on carbon). Solvent: CO (methanol). The product is C(C)(C)(C)OC(=O)N1CCC(CC1)C=1N(C=C(N1)C1=CC(=C(C=C1)F)C(F)(F)F)[C@H]1CNCCC1 (4-[(R)-4-(4-Fluoro-3-trifluoromethyl-phenyl)-1-piperidin-3-yl-1H-imidazol-2-yl]-piperidine-1-carboxylic acid tert-butyl ester). Yield: 98.2%. RXN SMILES: [C:1]([O:5][C:6]([N:8]1[CH2:13][CH2:12][CH:11]([C:14]2[N:15]([C@@H:30]3[CH2:35][CH2:34][CH2:33][N:32](C(OCC4C=CC=CC=4)=O)[CH2:31]3)[CH:16]=[C:17]([C:19]3[CH:24]=[CH:23][C:22]([F:25])=[C:21]([C:26]([F:29])([F:28])[F:27])[CH:20]=3)[N:18]=2)[CH2:10][CH2:9]1)=[O:7])([CH3:4])([CH3:3])[CH3:2].[H][H]>CO.[Pd]>[C:1]([O:5][C:6]([N:8]1[CH2:9][CH2:10][CH:11]([C:14]2[N:15]([C@@H:30]3[CH2:35][CH2:34][CH2:33][NH:32][CH2:31]3)[CH:16]=[C:17]([C:19]3[CH:24]=[CH:23][C:22]([F:25])=[C:21]([C:26]([F:27])([F:29])[F:28])[CH:20]=3)[N:18]=2)[CH2:12][CH2:13]1)=[O:7])([CH3:4])([CH3:2])[CH3:3]. Procedure details: Hydrogenate a solution of 4-[1-((R)-1-benzyloxycarbonyl-piperdin-3-yl)-4-(4-fluoro-3-trifluoromethyl-phenyl)-1H-imidazol-2-yl]-piperidine-1-carboxylic acid tert-butyl ester (1.71 mmol; 1.08 g) in methanol (20 mL) with 10% Palladium on carbon (100 mg) and 1 atmosphere of hydrogen gas for 60 min. Add Celite® and filter, rinse with DCM and evaporate to provide the title compound (834.3 mg; 1.68 mmol; 98%). MS (ES+): m/z=497 (M+H). Reactants: [Si](C)(C)(C(C)(C)C)OC[C@H]1N(CC(C(=C1)C)=O)C(=O)OC(C)(C)C ((S)-tert-butyl 2-((tert-butyldimethylsilyloxy)methyl)-4-methyl-5-oxo-5,6-dihydropyridine-1(2H)-carboxylate), [Si](C)(C)(C(C)(C)C)OC[C@H](C(=C)C)N(C(OC(C)(C)C)=O)CC(C(=C)C)=O ((S)-tert-butyl 1-(tert-butyldimethylsilyloxy)-3-methylbut-3-en-2-yl(3-methyl-2-oxobut-3-enyl)carbamate), [Si](C)(C)(C(C)(C)C)OC[C@H](C(=C)C)N(C(OC(C)(C)C)=O)CC(C(=C)C)=O ((S)-tert-butyl 1-(tert-butyldimethylsilyloxy)-3-methylbut-3-en-2-yl(3-methyl-2-oxobut-3-enyl)carbamate). Run at temperature 115 celsius. Product: ethyl acetate hexanes, [Si](C)(C)(C(C)(C)C)OC[C@H]1N(CC(C(=C1C)C)=O)C(=O)OC(C)(C)C ((S)-tert-butyl 2-((tert-butyldimethylsilyloxy)methyl)-3,4-dimethyl-5-oxo-5,6-dihydropyridine-1(2H)-carboxylate). The yield is 69.1%. Reaction SMILES: [Si:1]([O:8][CH2:9][C@@H:10]([N:14]([CH2:22][C:23](=[O:27])[C:24](C)=[CH2:25])[C:15](=[O:21])[O:16][C:17]([CH3:20])([CH3:19])[CH3:18])[C:11](C)=[CH2:12])([C:4]([CH3:7])([CH3:6])[CH3:5])([CH3:3])[CH3:2].[Si](OC[C@@H]1C=C(C)C(=O)CN1C(OC(C)(C)C)=O)(C(C)(C)C)(C)C>>[Si:1]([O:8][CH2:9][C@@H:10]1[C:11]([CH3:12])=[C:24]([CH3:25])[C:23](=[O:27])[CH2:22][N:14]1[C:15]([O:16][C:17]([CH3:18])([CH3:20])[CH3:19])=[O:21])([C:4]([CH3:5])([CH3:6])[CH3:7])([CH3:2])[CH3:3]. Procedure details: The title compound was prepared from (S)-tert-butyl 1-(tert-butyldimethylsilyloxy)-3-methylbut-3-en-2-yl(3-methyl-2-oxobut-3-enyl)carbamate (Intermediate 189, 3.72 g, 9.36 mmol) following the procedure described for Intermediate 7 except the reaction mixture was heated at 110-120° C. for 48 hours and doubling the catalyst loading (0.6 equivalents). Silica gel chromatography (0%-15% ethyl acetate/hexanes) afforded the desired product as a light tan oily solid (2.39 g, 69%). Starting materials: BrC1=C(C=CC=C1)O (2-bromophenol), COC1=CC=C(CCl)C=C1 (4-methoxybenzyl chloride), C([O-])([O-])=O.[K+].[K+] (potassium carbonate). The solvent is CC(=O)C (acetone). The product is BrC1=C(C=CC=C1)OCC1=CC=C(C=C1)OC (1-bromo-2-(4-methoxybenzyloxy)benzene). Isolated yield 70.3%. RXN SMILES: [Br:1][C:2]1[CH:7]=[CH:6][CH:5]=[CH:4][C:3]=1[OH:8].[CH3:9][O:10][C:11]1[CH:18]=[CH:17][C:14]([CH2:15]Cl)=[CH:13][CH:12]=1.C(=O)([O-])[O-].[K+].[K+]>CC(C)=O>[Br:1][C:2]1[CH:7]=[CH:6][CH:5]=[CH:4][C:3]=1[O:8][CH2:15][C:14]1[CH:17]=[CH:18][C:11]([O:10][CH3:9])=[CH:12][CH:13]=1 |f:2.3.4|. Procedure details: A stirred mixture of 2-bromophenol (5.19 g), 4-methoxybenzyl chloride (4.70 g), potassium carbonate (4.15 g) and acetone (30 ml) is heated under reflux for 8 hours. The cool mixture is evaporated under reduced pressure, and the residue is mixed with water (60 ml) and ether (60 ml) and shaken. The aqueous layer is extracted with ether (2×60 ml), and the combined extracts washed with 2M sodium hydroxide solution (20 ml) and water (20 ml), dried (MgSO4) and evaporated to give a solid residue which ...